This data is from the Open Reaction Database (ORD), a public repository of structured organic reaction records. The task is: describe an organic reaction: reactants, conditions, products, and yield The reactants are C(Cl)Cl (CH2Cl2), BrC=1N=C2C(=NC1)NC=C2C(C(CCCC#N)(C)C)=O (6-(2-bromo-5H-pyrrolo[2,3-b]pyrazin-7-yl)-5,5-dimethyl-6-oxo-hexanenitrile), COC=1C=C(C=C(C1OC)OC)B(O)O (3,4,5-trimethoxyphenylboronic acid), C([O-])([O-])=O.[K+].[K+] (potassium carbonate). The reagents and catalysts are C1=CC=C(C=C1)P([C-]2C=CC=C2)C3=CC=CC=C3.C1=CC=C(C=C1)P([C-]2C=CC=C2)C3=CC=CC=C3.Cl[Pd]Cl.[Fe+2] (Pd(dppf)Cl2). The solvent is O1CCOCC1 (1,4-dioxane), O (water). Conditions: time 1 hour. The product is EtOAc hexanes, CC(CCCC#N)(C(C1=CNC2=NC=C(N=C21)C2=CC(=C(C(=C2)OC)OC)OC)=O)C (5,5-dimethyl-6-oxo-6-[2-(3,4,5-trimethoxy-phenyl)-5H-pyrrolo[2,3-b]pyrazin-7-yl]-hexanenitrile). Isolated yield 4.0%. RXN SMILES: Br[C:2]1[N:3]=[C:4]2[C:10]([C:11](=[O:20])[C:12]([CH3:19])([CH3:18])[CH2:13][CH2:14][CH2:15][C:16]#[N:17])=[CH:9][NH:8][C:5]2=[N:6][CH:7]=1.[CH3:21][O:22][C:23]1[CH:24]=[C:25](B(O)O)[CH:26]=[C:27]([O:31][CH3:32])[C:28]=1[O:29][CH3:30].C(=O)([O-])[O-].[K+].[K+].C(Cl)Cl>O1CCOCC1.O.C1C=CC(P(C2C=CC=CC=2)[C-]2C=CC=C2)=CC=1.C1C=CC(P(C2C=CC=CC=2)[C-]2C=CC=C2)=CC=1.Cl[Pd]Cl.[Fe+2]>[CH3:18][C:12]([CH3:19])([C:11](=[O:20])[C:10]1[C:4]2[C:5](=[N:6][CH:7]=[C:2]([C:25]3[CH:26]=[C:27]([O:31][CH3:32])[C:28]([O:29][CH3:30])=[C:23]([O:22][CH3:21])[CH:24]=3)[N:3]=2)[NH:8][CH:9]=1)[CH2:13][CH2:14][CH2:15][C:16]#[N:17] |f:2.3.4,8.9.10.11|. Procedure details: A mixture of 6-(2-bromo-5H-pyrrolo[2,3-b]pyrazin-7-yl)-5,5-dimethyl-6-oxo-hexanenitrile (0.079 g, 0.236 mmol), 3,4,5-trimethoxyphenylboronic acid (0.055 g, 0.26 mmol), potassium carbonate (0.098 g, 0.71 mmol) and Pd(dppf)Cl2.CH2Cl2 (0.019 g, 0.024 mmol) in 2.4 mL of 1,4-dioxane and 0.4 mL of water was stirred at 120° C. in a microwave for 1 h, then at 130° C. in a microwave for 1 h. The resulting mixture was partitioned between 50 mL of ethyl acetate and 25 mL of water. The organic layer was dri...